From a dataset of the Open Reaction Database (ORD), a public repository of structured organic reaction records. describe an organic reaction: reactants, conditions, products, and yield The reactants are ClCCCCN1N=C(C(NC1=O)=O)C (2-(4-chloro-butyl)-6-methyl-2H-[1,2,4]triazine-3,5-dione), C(C)(C)(C)C1=NC(=CC(=N1)N1CCNCC1)C(F)(F)F (2-tert-butyl-4-piperazin-1-yl-6-trifluoromethyl-pyrimidine). Product: Cl.C(C)(C)(C)C1=NC(=CC(=N1)N1CCN(CC1)CCCCN1N=C(C(NC1=O)=O)C)C(F)(F)F (2-{4-[4-(2-tert-Butyl-6-trifluoromethyl-pyrimidin-4-yl)-piperazin-1-yl]-butyl}-6-methyl-2H-[1,2,4]triazine-3,5-dione hydrochloride). RXN SMILES: [Cl:1][CH2:2][CH2:3][CH2:4][CH2:5][N:6]1[C:11](=[O:12])[NH:10][C:9](=[O:13])[C:8]([CH3:14])=[N:7]1.[C:15]([C:19]1[N:24]=[C:23]([N:25]2[CH2:30][CH2:29][NH:28][CH2:27][CH2:26]2)[CH:22]=[C:21]([C:31]([F:34])([F:33])[F:32])[N:20]=1)([CH3:18])([CH3:17])[CH3:16]>>[ClH:1].[C:15]([C:19]1[N:24]=[C:23]([N:25]2[CH2:26][CH2:27][N:28]([CH2:2][CH2:3][CH2:4][CH2:5][N:6]3[C:11](=[O:12])[NH:10][C:9](=[O:13])[C:8]([CH3:14])=[N:7]3)[CH2:29][CH2:30]2)[CH:22]=[C:21]([C:31]([F:32])([F:33])[F:34])[N:20]=1)([CH3:18])([CH3:16])[CH3:17] |f:2.3|. Procedure: 2-{4-[4-(2-tert-Butyl-6-trifluoromethyl-pyrimidin-4-yl)-piperazin-1-yl]-butyl}-6-methyl-2H-[1,2,4]triazine-3,5-dione hydrochloride was prepared from 2-(4-chloro-butyl)-6-methyl-2H-[1,2,4]triazine-3,5-dione and 2-tert-butyl-4-piperazin-1-yl-6-trifluoromethyl-pyrimidine by analogy to the process described in example 1. Reaction SMILES: [F:1][C:2]1[CH:3]=[C:4]([C:8]2[C:17]3[C:12](=[CH:13][C:14]([CH2:18][N:19]4[CH:23]=[C:22]([C:24]([OH:32])([C:28]([F:31])([F:30])[F:29])[CH2:25][CH:26]=[CH2:27])[N:21]=[N:20]4)=[CH:15][CH:16]=3)[O:11][C:10](=[O:33])[CH:9]=2)[CH:5]=[CH:6][CH:7]=1>CCOC(C)=O.[Pd]>[F:1][C:2]1[CH:3]=[C:4]([C:8]2[C:17]3[C:12](=[CH:13][C:14]([CH2:18][N:19]4[CH:23]=[C:22]([C:24]([OH:32])([C:28]([F:30])([F:31])[F:29])[CH2:25][CH2:26][CH3:27])[N:21]=[N:20]4)=[CH:15][CH:16]=3)[O:11][C:10](=[O:33])[CH:9]=2)[CH:5]=[CH:6][CH:7]=1. Starting materials: FC=1C=C(C=CC1)C1=CC(OC2=CC(=CC=C12)CN1N=NC(=C1)C(CC=C)(C(F)(F)F)O)=O (4-(3-Fluorophenyl)-7-({4-[1-hydroxy-1-(trifluoromethyl)but-3-en-1-yl]-1H-1,2,3-triazol-1-yl}methyl)-2H-chromen-2-one). The product is FC=1C=C(C=CC1)C1=CC(OC2=CC(=CC=C12)CN1N=NC(=C1)C(CCC)(C(F)(F)F)O)=O (4-(3-Fluorophenyl)-7-({4-[1-hydroxy-1-(trifluoromethyl)butyl]-1H-1,2,3-triazol-1-yl}methyl)-2H-chromen-2-one). Reported procedure: A solution of 4-(3-fluorophenyl)-7-({4-[1-hydroxy-1-(trifluoromethyl)but-3-en-1-yl]-1H-1,2,3-triazol-1-yl}methyl)-2H-chromen-2-one from Step 5 (56 mg, 0.122 mmol) in EtOAc (2 mL) was stirred under H2 (1 atm), in the presence of 10% Pd/C (12 mg), for 17 h. After H2 was evacuated and the system purged with nitrogen, the reaction mixture was filtered through celite. The cake was rinsed with EtOAc and the filtrate concentrated. The residue was subjected to chromatography on silica gel (EtOAc/toluene... The yield is 88.8%. Reagents/catalysts: [Pd] (Pd/C). Run in CCOC(=O)C (EtOAc). As a reaction SMILES: C(O[C:6]([N:8]1[CH2:12][C:11](=[N:13][O:14][CH3:15])[CH2:10][C@H:9]1[C:16]([OH:18])=O)=[O:7])(C)(C)C.[CH3:19][C:20]1[CH:25]=[CH:24][CH:23]=[CH:22][C:21]=1[C:26]1[CH:31]=[CH:30][C:29](C(O)=O)=[CH:28][CH:27]=1.[NH2:35][CH2:36][CH:37]([OH:39])[CH3:38]>>[OH:39][CH:37]([CH3:38])[CH2:36][NH:35][C:16]([C@@H:9]1[CH2:10][C:11](=[N:13][O:14][CH3:15])[CH2:12][N:8]1[C:6]([C:29]1[CH:28]=[CH:27][C:26]([C:21]2[CH:22]=[CH:23][CH:24]=[CH:25][C:20]=2[CH3:19])=[CH:31][CH:30]=1)=[O:7])=[O:18]. Product: OC(CNC(=O)[C@H]1N(CC(C1)=NOC)C(=O)C1=CC=C(C=C1)C1=C(C=CC=C1)C)C ((2S,4EZ)-N-[(2RS)-2-hydroxypropyl]-4-(methoxyimino)-1-[(2′-methyl[1,1′-biphenyl]-4-yl)carbonyl]-2-pyrrolidinecarboxamide). Procedure: Following the general method as outlined in Example 22, starting from (2S,4EZ)-1-(tert-butoxycarbonyl)-4-(methoxyimino)-2-pyrrolidinecarboxylic acid, 2′-methyl[1,1′-biphenyl]-4-carboxylic acid, and (2RS)-1-amino-2-propanol, the title compound was obtained in 90% purity by HPLC. MS(ESI+): m/z=410. The reactants are C(C)(C)(C)OC(=O)N1[C@@H](CC(C1)=NOC)C(=O)O ((2S,4EZ)-1-(tert-butoxycarbonyl)-4-(methoxyimino)-2-pyrrolidinecarboxylic acid), CC1=C(C=CC=C1)C1=CC=C(C=C1)C(=O)O (2′-methyl[1,1′-biphenyl]-4-carboxylic acid), NCC(C)O ((2RS)-1-amino-2-propanol). Reactants: C(C(=O)Cl)(=O)Cl (oxalyl chloride), NC1=CC=C(C(=O)OC)C=C1 (methyl 4-aminobenzoate), CC1(C=C(C2=CC(=CC=C12)C(=O)OC)C1=CC=CC=C1)C (Methyl 1,1-dimethyl-3-phenyl-1H-indene-5-carboxylate), [OH-].[Na+] (NaOH). Procedure details: Methyl 1,1-dimethyl-3-phenyl-1H-indene-5-carboxylate (315 mg, 1.13 mmol) was stirred with 10N NaOH (1.1 mL, 11.0 mmol) in 5 mL of methanol and 10 mL of tetrahydrofuran at 60° C. for 1.5 hours. The solution was concentrated under reduced pressure and acidified with 1N HCl (15 mL), extracted with ethyl acetate (15 mL×3). The combined extracts were washed with water (10 mL), dried over magnesium sulfate, and evaporated. The residue was dried in vacuum and dissolved in 2.5 mL of methylene chloride. ... Conditions: temperature 0 celsius, time 30 minute. The product is CC1(C=C(C2=CC(=CC=C12)C(=O)NC1=CC=C(C(=O)OC)C=C1)C1=CC=CC=C1)C (Methyl 4-[(1,1-Dimethyl-3-phenyl-1H-indene-5-carbonyl)amino]benzoate). Reaction SMILES: [CH3:1][C:2]1([CH3:21])[C:10]2[C:5](=[CH:6][C:7]([C:11](OC)=[O:12])=[CH:8][CH:9]=2)[C:4]([C:15]2[CH:20]=[CH:19][CH:18]=[CH:17][CH:16]=2)=[CH:3]1.[OH-].[Na+].C(Cl)(=O)C(Cl)=O.[NH2:30][C:31]1[CH:40]=[CH:39][C:34]([C:35]([O:37][CH3:38])=[O:36])=[CH:33][CH:32]=1>CO.O1CCCC1.CN(C)C=O.N1C=CC=CC=1>[CH3:1][C:2]1([CH3:21])[C:10]2[C:5](=[CH:6][C:7]([C:11]([NH:30][C:31]3[CH:32]=[CH:33][C:34]([C:35]([O:37][CH3:38])=[O:36])=[CH:39][CH:40]=3)=[O:12])=[CH:8][CH:9]=2)[C:4]([C:15]2[CH:20]=[CH:19][CH:18]=[CH:17][CH:16]=2)=[CH:3]1 |f:1.2|. The reagents and catalysts are CN(C=O)C (dimethylformamide). Yield: 82.8%. Solvent: N1=CC=CC=C1 (pyridine), CO (methanol), O1CCCC1 (tetrahydrofuran).